This data is from the Open Reaction Database (ORD), a public repository of structured organic reaction records. The task is: describe an organic reaction: reactants, conditions, products, and yield Reactants: I.I.NC1=NCCCN1CCCCCCCCCCCCN1C(=NCCC1)N (1,12-bis(2-amino-3,4,5,6-tetrahydropyrimidyl)dodecane dihydroiodide), CO.O (methanol water), ion. The product is C(C)(=O)O.C(C)(=O)O.NC1=NCCCN1CCCCCCCCCCCCN1C(=NCCC1)N (1,12-Bis(2-amino-3,4,5,6-tetrahydropyrimidyl)dodecane diacetate). RXN SMILES: I.I.[NH2:3][C:4]1[N:9]([CH2:10][CH2:11][CH2:12][CH2:13][CH2:14][CH2:15][CH2:16][CH2:17][CH2:18][CH2:19][CH2:20][CH2:21][N:22]2[CH2:27][CH2:26][CH2:25][N:24]=[C:23]2[NH2:28])[CH2:8][CH2:7][CH2:6][N:5]=1.[CH3:29][OH:30].[OH2:31]>>[C:29]([OH:31])(=[O:30])[CH3:4].[C:29]([OH:31])(=[O:30])[CH3:4].[NH2:3][C:4]1[N:9]([CH2:10][CH2:11][CH2:12][CH2:13][CH2:14][CH2:15][CH2:16][CH2:17][CH2:18][CH2:19][CH2:20][CH2:21][N:22]2[CH2:27][CH2:26][CH2:25][N:24]=[C:23]2[NH2:28])[CH2:8][CH2:7][CH2:6][N:5]=1 |f:0.1.2,3.4,5.6.7|. Reported procedure: 30.0 g (0.048 mol) of 1,12-bis(2-amino-3,4,5,6-tetrahydropyrimidyl)dodecane dihydroiodide in 300 ml of methanol/water (1:1) were filtered through a column containing 250 g of ion exchanger (OH- form). The free guanidine base obtained after working up was dissolved in methanol and converted into the diacetate with excess glacial acetic acid. The reactants are NC1=C(C2=CC=CC=C2C=C1)S(=O)(=O)O (aminonaphthalenesulfonic acid), NC1=CC=CC2=CC(=CC=C12)S(=O)(=O)O (1-aminonaphthalene-6-sulfonic acid), NC1=CC=CC2=CC=C(C=C12)S(=O)(=O)O (1-aminonaphthalene-7-sulfonic acid). The product is NC1=C(C=2C=C(C=C(C2C=C1)S(=O)(=O)O)S(=O)(=O)O)S(=O)(=O)O (2-Aminonaphthalene-1,5,7-trisulfonic acid). As a reaction SMILES: [NH2:1][C:2]1[CH:11]=[CH:10][C:9]2[C:4](=[CH:5][CH:6]=[CH:7][CH:8]=2)[C:3]=1[S:12]([OH:15])(=[O:14])=[O:13].NC1C2C(=CC([S:27]([OH:30])(=[O:29])=[O:28])=CC=2)C=CC=1.NC1C2C(=CC=C([S:42]([OH:45])(=[O:44])=[O:43])C=2)C=CC=1>>[NH2:1][C:2]1[CH:11]=[CH:10][C:9]2[C:8]([S:27]([OH:30])(=[O:29])=[O:28])=[CH:7][C:6]([S:42]([OH:45])(=[O:44])=[O:43])=[CH:5][C:4]=2[C:3]=1[S:12]([OH:15])(=[O:13])=[O:14]. Procedure: Examples of the aminonaphthalenesulfonic acid (III) are 1-aminonaphthalene-6-sulfonic acid and 1-aminonaphthalene-7-sulfonic acid. The reactants are Cc1cccc(N2CCNCC2C)c1, CCN(C(C)C)C(C)C, O=CCCc1cc(-c2cccs2)n(-c2ccccc2)n1. The product is Cc1cccc(N2CCN(CCCc3cc(-c4cccs4)n(-c4ccccc4)n3)CC2C)c1. Reaction SMILES: [CH3:21][CH:22]1[N:23]([c:28]2[cH:29][c:30]([CH3:34])[cH:31][cH:32][cH:33]2)[CH2:24][CH2:25][NH:26][CH2:27]1.[CH:35]([N:36]([CH2:37][CH3:38])[CH:39]([CH3:40])[CH3:41])([CH3:42])[CH3:43].[c:1]1(-[n:7]2[n:8][c:9]([CH2:17][CH2:18][CH:19]=[O:20])[cH:10][c:11]2-[c:12]2[s:13][cH:14][cH:15][cH:16]2)[cH:2][cH:3][cH:4][cH:5][cH:6]1>>[c:1]1(-[n:7]2[n:8][c:9]([CH2:17][CH2:18][CH2:19][N:26]3[CH2:25][CH2:24][N:23]([c:28]4[cH:29][c:30]([CH3:34])[cH:31][cH:32][cH:33]4)[CH:22]([CH3:21])[CH2:27]3)[cH:10][c:11]2-[c:12]2[s:13][cH:14][cH:15][cH:16]2)[cH:2][cH:3][cH:4][cH:5][cH:6]1. Starting materials: CCN=C=O, CC1COCCN1c1cc(CS(C)(=O)=O)nc(-c2ccc(N)cc2)n1, C1COCCO1. Product: CCNC(=O)Nc1ccc(-c2nc(CS(C)(=O)=O)cc(N3CCOCC3C)n2)cc1. Reaction SMILES: [CH2:26]([CH3:27])[N:28]=[C:29]=[O:30].[CH3:1][CH:2]1[CH2:3][O:4][CH2:5][CH2:6][N:7]1[c:8]1[n:9][c:10](-[c:19]2[cH:20][cH:21][c:22]([NH2:23])[cH:24][cH:25]2)[n:11][c:12]([CH2:14][S:15](=[O:16])(=[O:17])[CH3:18])[cH:13]1.[O:31]1[CH2:32][CH2:33][O:34][CH2:35][CH2:36]1>>[CH3:1][CH:2]1[CH2:3][O:4][CH2:5][CH2:6][N:7]1[c:8]1[n:9][c:10](-[c:19]2[cH:20][cH:21][c:22]([NH:23][C:29]([NH:28][CH2:26][CH3:27])=[O:30])[cH:24][cH:25]2)[n:11][c:12]([CH2:14][S:15](=[O:16])(=[O:17])[CH3:18])[cH:13]1. The reactants are CN(C)P(=O)(N(C)C)N(C)C, NC(=O)c1nc(-c2ccccc2)n(-c2cccc(CCl)c2)n1, Cl, [H-], [Na+], OCC(F)(F)F. The product is NC(=O)c1nc(-c2ccccc2)n(-c2cccc(COCC(F)(F)F)c2)n1. RXN SMILES: [CH3:32][N:33]([CH3:34])[P:35](=[O:36])([N:37]([CH3:38])[CH3:39])[N:40]([CH3:41])[CH3:42].[Cl:9][CH2:10][c:11]1[cH:12][c:13](-[n:17]2[n:18][c:19]([C:28](=[O:29])[NH2:30])[n:20][c:21]2-[c:22]2[cH:23][cH:24][cH:25][cH:26][cH:27]2)[cH:14][cH:15][cH:16]1.[ClH:31].[H-:8].[Na+:7].[OH:1][CH2:2][C:3]([F:4])([F:5])[F:6]>>[O:1]([CH2:2][C:3]([F:4])([F:5])[F:6])[CH2:10][c:11]1[cH:12][c:13](-[n:17]2[n:18][c:19]([C:28](=[O:29])[NH2:30])[n:20][c:21]2-[c:22]2[cH:23][cH:24][cH:25][cH:26][cH:27]2)[cH:14][cH:15][cH:16]1. The reactants are BrC1=CC=C(C=C1)C(CC(=O)N(C)OC)C1=C(C=CC=C1)C (3-(4-Bromo-phenyl)-N-methoxy-N-methyl-3-o-tolyl-propionamide), FC1=NC(=CC(=C1)I)C (2-fluoro-4-iodo-6-picoline). Yields the product BrC1=CC=C(C=C1)C(CC(=O)C1=CC(=NC(=C1)C)F)C1=C(C=CC=C1)C (3-(4-Bromo-phenyl)-1-(2-fluoro-6-methyl-pyridin-4-yl)-3-o-tolyl-propan-1-one). RXN SMILES: [Br:1][C:2]1[CH:7]=[CH:6][C:5]([CH:8]([C:16]2[CH:21]=[CH:20][CH:19]=[CH:18][C:17]=2[CH3:22])[CH2:9][C:10](N(OC)C)=[O:11])=[CH:4][CH:3]=1.[F:23][C:24]1[CH:29]=[C:28](I)[CH:27]=[C:26]([CH3:31])[N:25]=1>>[Br:1][C:2]1[CH:3]=[CH:4][C:5]([CH:8]([C:16]2[CH:21]=[CH:20][CH:19]=[CH:18][C:17]=2[CH3:22])[CH2:9][C:10]([C:28]2[CH:27]=[C:26]([CH3:31])[N:25]=[C:24]([F:23])[CH:29]=2)=[O:11])=[CH:6][CH:7]=1. Procedure details: In analogy to example 74, step 5, from 3-(4-bromo-phenyl)-N-methoxy-N-methyl-3-o-tolyl-propionamide (example 74, step 4) and 2-fluoro-4-iodo-6-picoline (CAS RN: [884494-45-5]) was prepared the title compound as a colorless oil, MS (EI): m/z=411 ([M]+, 1Br).